From a dataset of the Open Reaction Database (ORD), a public repository of structured organic reaction records. describe an organic reaction: reactants, conditions, products, and yield Reactants: C(C)OC(=O)C=1C(C=2C=C3C(=NC2N(C1)C)C(=C(C(=C3)F)N3CCNCC3)F)=O (3-ethoxycarbonyl-7,9-difluoro-1-methyl-4-oxo-8-(1-piperazinyl)-1,4-dihydrobenzo[b][1,8]naphthyridine), [OH-].[K+] (potassium hydroxide), C(C)(=O)O (acetic acid). The solvent is C(C)O (ethanol). Yields the product FC1=CC=2C(=NC=3N(C=C(C(C3C2)=O)C(=O)O)C)C(=C1N1CCNCC1)F (7,9-difluoro-1-methyl-4-oxo-8-(1-piperazinyl)-1,4-dihydro-benzo[b][1,8]naphthyridine-3-carboxylic acid). Yield: 67.2%. RXN SMILES: C([O:3][C:4]([C:6]1[C:7](=[O:29])[C:8]2[CH:9]=[C:10]3[CH:20]=[C:19]([F:21])[C:18]([N:22]4[CH2:27][CH2:26][NH:25][CH2:24][CH2:23]4)=[C:17]([F:28])[C:11]3=[N:12][C:13]=2[N:14]([CH3:16])[CH:15]=1)=[O:5])C.[OH-].[K+].C(O)(=O)C>C(O)C>[F:21][C:19]1[C:18]([N:22]2[CH2:23][CH2:24][NH:25][CH2:26][CH2:27]2)=[C:17]([F:28])[C:11]2=[N:12][C:13]3[N:14]([CH3:16])[CH:15]=[C:6]([C:4]([OH:5])=[O:3])[C:7](=[O:29])[C:8]=3[CH:9]=[C:10]2[CH:20]=1 |f:1.2|. Reported procedure: A suspension of 0.8 g of 3-ethoxycarbonyl-7,9-difluoro-1-methyl-4-oxo-8-(1-piperazinyl)-1,4-dihydrobenzo[b][1,8]naphthyridine in 20 cm3 of ethanol and 20 cm3 of N aqueous potassium hydroxide solution is heated at a temperature close to 75° C. for 1 hour and a half. 12 g of a 10% aqueous acetic acid solution are added to the solution obtained, at this temperature. The insoluble matter obtained is drained at about 75° C. and washed 3 times with 30 cm3 of water at about 20° C. After recrystallizing...